This data is from the Open Reaction Database (ORD), a public repository of structured organic reaction records. The task is: describe an organic reaction: reactants, conditions, products, and yield The reactants are Cl (hydrogen chloride), CC(C)=CCC (2-methyl-2-pentene), N(=O)OCCC(C)C (iso-amyl nitrite). Conditions: temperature -20 celsius, time 8 hour. Yields the product ClC(C)(C(CC)N=O)C (2-Chloro-2-methyl-3-nitrosopentane). Reaction SMILES: [ClH:1].[CH3:2][C:3](=[CH:5][CH2:6][CH3:7])[CH3:4].[N:8]([O:10]CCC(C)C)=O>>[Cl:1][C:3]([CH3:4])([CH:5]([N:8]=[O:10])[CH2:6][CH3:7])[CH3:2]. Procedure: Dry hydrogen chloride gas was passed into a mixture of 2-methyl-2-pentene (20 g, 237 mmol) and iso-amyl nitrite (55.67 g, 475 mmol) cooled to -20° C. The reaction mixture was left to stir at 0° C. overnight and the precipitated material was then filtered off and washed with cold (-20° C.) ethanol (3×5 ml). The product was dried in a stream of air and was used without further purification, (13 g, 36%). Reactants: FC1=CC=C(CN)C=C1 (4-fluorobenzylamine), ClC=1C2=C(N=C(N1)C=1C=NC=CC1)SC(=C2)C (4-chloro-2-(pyridin-3-yl)-6-methyl-thieno-[2,3-d]-pyrimidine). The product is N1=CC(=CC=C1)C=1N=C(C2=C(N1)SC(=C2)C)NCC2=CC=C(C=C2)F (2-(pyridin-3-yl)-4-(4-fluorobenzylamino)-6-methyl-thieno-[2,3-d]-pyrimidine). Reaction SMILES: [F:1][C:2]1[CH:9]=[CH:8][C:5]([CH2:6][NH2:7])=[CH:4][CH:3]=1.Cl[C:11]1[C:12]2[CH:25]=[C:24]([CH3:26])[S:23][C:13]=2[N:14]=[C:15]([C:17]2[CH:18]=[N:19][CH:20]=[CH:21][CH:22]=2)[N:16]=1>>[N:19]1[CH:20]=[CH:21][CH:22]=[C:17]([C:15]2[N:16]=[C:11]([NH:7][CH2:6][C:5]3[CH:8]=[CH:9][C:2]([F:1])=[CH:3][CH:4]=3)[C:12]3[CH:25]=[C:24]([CH3:26])[S:23][C:13]=3[N:14]=2)[CH:18]=1. Procedure: With the procedure of Example 1, the reaction of 4-fluorobenzylamine with 4-chloro-2-(pyridin-3-yl)-6-methyl-thieno-[2,3-d]-pyrimidine yields 2-(pyridin-3-yl)-4-(4-fluorobenzylamino)-6-methyl-thieno-[2,3-d]-pyrimidine. The reactants are C1CC(=O)N(C1=O)Br (NBS), CC=1C=CC=C2C=CC=NC12 (8-methyl-quinoline), [OH-].[Na+] (NaOH). Solvent: ice, OS(=O)(=O)O (H2SO4). Conditions: temperature 5 celsius, time 18 hour. Product: BrC1=C2C=CC=NC2=C(C=C1)C (5-Bromo-8-methyl-quinoline). The yield is 97.9%. Reaction SMILES: C1C(=O)N([Br:8])C(=O)C1.[CH3:9][C:10]1[CH:11]=[CH:12][CH:13]=[C:14]2[C:19]=1[N:18]=[CH:17][CH:16]=[CH:15]2.[OH-].[Na+]>OS(O)(=O)=O>[Br:8][C:13]1[CH:12]=[CH:11][C:10]([CH3:9])=[C:19]2[C:14]=1[CH:15]=[CH:16][CH:17]=[N:18]2 |f:2.3|. Reported procedure: NBS (13.7 g, 76.9 mmol, 1.1 equiv) was added portionwise to a cold (5° C.) solution of 8-methyl-quinoline (10 g, 69.9 mmol) in concentrated H2SO4 (150 mL). The reaction mixture was stirred for 18 h at 5° C., diluted in ice (300 mL) and basified by addition of an aqueous solution of NaOH (10% wt). The resulting white solid was collected by vacuum filtration, rinsed with water, and dissolved in DCM. The organic phase was washed with H2O and brine, dried (Na2SO4), filtered and concentrated to affor... Starting materials: CO (methanol), [OH-].[Na+] (sodium hydroxide), 1L, FC1=CC=C(C=C1)C1=C(N=C(O1)C1CCN(CC1)CC=O)COCC(F)(F)F (4-[5-(4-fluoro-phenyl)-4-(2,2,2-trifluoro-ethoxymethyl)-oxazol-2-yl]-piperidin-1-ethanone). Solvent: O (water). Conditions: temperature 50 celsius, time 8 hour. Product: FC1=CC=C(C=C1)C1=C(N=C(O1)C1CCNCC1)COCC(F)(F)F (4-[5-(4-fluoro-phenyl)-4-(2,2,2-trifluoro-ethoxymethyl)-oxazol-2-yl]-piperidine). Reaction SMILES: [OH-].[Na+].[F:3][C:4]1[CH:9]=[CH:8][C:7]([C:10]2[O:14][C:13]([CH:15]3[CH2:20][CH2:19][N:18](CC=O)[CH2:17][CH2:16]3)=[N:12][C:11]=2[CH2:24][O:25][CH2:26][C:27]([F:30])([F:29])[F:28])=[CH:6][CH:5]=1.CO>O>[F:3][C:4]1[CH:9]=[CH:8][C:7]([C:10]2[O:14][C:13]([CH:15]3[CH2:20][CH2:19][NH:18][CH2:17][CH2:16]3)=[N:12][C:11]=2[CH2:24][O:25][CH2:26][C:27]([F:28])([F:29])[F:30])=[CH:6][CH:5]=1 |f:0.1|. Reported procedure: A solution of 170 g (4.25 mol) sodium hydroxide in 250 mL of water is added to a stirred solution of 84 g (210 mmol) 1-(4-[5-(4-fluoro-phenyl)-4-(2,2,2-trifluoro-ethoxymethyl)-oxazol-2-yl]-piperidin-1-ethanone, prepared as in Part D, in 1L of methanol. The mixture is stirred at 50° C. for 8 hours, cooled to 20° C., and stirred for an additional 12 hrs. The methanol is removed from the reaction mixture under reduced pressure, and the residue is diluted with 1 L water. The mixture is extracted wit... Reactants: CCc1c(CC(N)=O)c2c(OCC(=O)OC)cccc2n1Cc1ccccc1, CCOC(C)=O, CO, [Na+], [OH-], O. The product is CCc1c(CC(N)=O)c2c(OCC(=O)O)cccc2n1Cc1ccccc1. As a reaction SMILES: [CH3:1][O:2][C:3]([CH2:4][O:5][c:6]1[c:7]2[c:8]([CH2:24][C:25](=[O:26])[NH2:27])[c:9]([CH2:22][CH3:23])[n:10]([CH2:15][c:16]3[cH:17][cH:18][cH:19][cH:20][cH:21]3)[c:11]2[cH:12][cH:13][cH:14]1)=[O:28].[CH3:32][CH2:33][O:34][C:35](=[O:36])[CH3:37].[CH3:38][OH:39].[Na+:30].[OH-:29].[OH2:31]>>[O:2]=[C:3]([CH2:4][O:5][c:6]1[c:7]2[c:8]([CH2:24][C:25](=[O:26])[NH2:27])[c:9]([CH2:22][CH3:23])[n:10]([CH2:15][c:16]3[cH:17][cH:18][cH:19][cH:20][cH:21]3)[c:11]2[cH:12][cH:13][cH:14]1)[OH:28]. Reactants: O=C(COC1=CC=C(C=C1)C=1C=NC(=NC1)N)N1CCCC1 (5-[4-(2-oxo-2-pyrrolidin-1-ylethoxy)phenyl]pyrimidin-2-amine), ClC(C=O)C1(CC1)C=1C=C2C=CC=NC2=CC1 (chloro(1-quinolin-6-ylcyclopropyl)acetaldehyde). Solvent: C(C)(C)O (isopropyl alcohol), CO (methanol). Reaction conditions: temperature 90 celsius. The product is O=C(COC1=CC=C(C=C1)C=1C=NC=2N(C1)C(=CN2)C2(CC2)C=2C=C1C=CC=NC1=CC2)N2CCCC2 (6-(1-{6-[4-(2-oxo-2-pyrrolidin-1-ylethoxy)phenyl]imidazo[1,2-a]pyrimidin-3-yl}cyclopropyl)quinoline). RXN SMILES: [O:1]=[C:2]([N:18]1[CH2:22][CH2:21][CH2:20][CH2:19]1)[CH2:3][O:4][C:5]1[CH:10]=[CH:9][C:8]([C:11]2[CH:12]=[N:13][C:14]([NH2:17])=[N:15][CH:16]=2)=[CH:7][CH:6]=1.Cl[CH:24]([C:27]1([C:30]2[CH:31]=[C:32]3[C:37](=[CH:38][CH:39]=2)[N:36]=[CH:35][CH:34]=[CH:33]3)[CH2:29][CH2:28]1)[CH:25]=O>C(O)(C)C.CO>[O:1]=[C:2]([N:18]1[CH2:19][CH2:20][CH2:21][CH2:22]1)[CH2:3][O:4][C:5]1[CH:10]=[CH:9][C:8]([C:11]2[CH:12]=[N:13][C:14]3[N:15]([C:24]([C:27]4([C:30]5[CH:31]=[C:32]6[C:37](=[CH:38][CH:39]=5)[N:36]=[CH:35][CH:34]=[CH:33]6)[CH2:29][CH2:28]4)=[CH:25][N:17]=3)[CH:16]=2)=[CH:7][CH:6]=1. Procedure: A mixture of 5-[4-(2-oxo-2-pyrrolidin-1-ylethoxy)phenyl]pyrimidin-2-amine (23.9 mg, 0.08 mmol) and chloro(1-quinolin-6-ylcyclopropyl)acetaldehyde (19.6 mg, 0.08 mmol) in isopropyl alcohol (0.4 mL) was heated at 90° C. overnight. The mixture was diluted with methanol, and purified by RP-HPLC (pH 10) to give the desired product. LCMS: (M+H)=490.1. Starting materials: Cc1cc(C)c(C=O)[nH]1, CCO, CC(=O)O, NNC(=O)c1ccc(O)cc1. Yields the product Cc1cc(C)c(C=NNC(=O)c2ccc(O)cc2)[nH]1. As a reaction SMILES: [CH3:12][c:13]1[c:14]([CH:19]=[O:20])[nH:15][c:16]([CH3:18])[cH:17]1.[CH3:21][CH2:22][OH:23].[CH3:24][C:25](=[O:26])[OH:27].[OH:1][c:2]1[cH:3][cH:4][c:5]([C:6](=[O:7])[NH:8][NH2:9])[cH:10][cH:11]1>>[OH:1][c:2]1[cH:3][cH:4][c:5]([C:6](=[O:7])[NH:8][N:9]=[CH:19][c:14]2[c:13]([CH3:12])[cH:17][c:16]([CH3:18])[nH:15]2)[cH:10][cH:11]1.